The task is: describe an organic reaction: reactants, conditions, products, and yield. This data is from the Open Reaction Database (ORD), a public repository of structured organic reaction records. Reactants: BrC=1C=C2C(=C(N=CC2=CC1)C(=O)O)O (6-bromo-4-hydroxyisoquinoline-3-carboxylic acid), ClC1=CC=C(CN)C=C1 (4-chlorobenzylamine), Cl.CN(CCCN=C=NCC)C (1-(3-dimethylaminopropyl)-3-ethylcarbodiimide hydrochloride), O.ON1N=NC2=C1C=CC=C2 (1-hydroxybenzotriazole monohydrate), ice water. Run in CN(C)C=O (DMF). Yields the product BrC=1C=C2C(=C(N=CC2=CC1)C(=O)NCC1=CC=C(C=C1)Cl)O (6-Bromo-N-(4-chlorobenzyl)-4-hydroxyisoquinoline-3-carboxamide). As a reaction SMILES: [Br:1][C:2]1[CH:3]=[C:4]2[C:9](=[CH:10][CH:11]=1)[CH:8]=[N:7][C:6]([C:12]([OH:14])=O)=[C:5]2[OH:15].[Cl:16][C:17]1[CH:24]=[CH:23][C:20]([CH2:21][NH2:22])=[CH:19][CH:18]=1.Cl.CN(C)CCCN=C=NCC.O.ON1C2C=CC=CC=2N=N1>CN(C=O)C>[Br:1][C:2]1[CH:3]=[C:4]2[C:9](=[CH:10][CH:11]=1)[CH:8]=[N:7][C:6]([C:12]([NH:22][CH2:21][C:20]1[CH:23]=[CH:24][C:17]([Cl:16])=[CH:18][CH:19]=1)=[O:14])=[C:5]2[OH:15] |f:2.3,4.5|. Reported procedure: A mixture of 6-bromo-4-hydroxyisoquinoline-3-carboxylic acid (Preparation 8, 0.4 g), 4-chlorobenzylamine (0.219 g), 1-(3-dimethylaminopropyl)-3-ethylcarbodiimide hydrochloride (0.305 g) and 1-hydroxybenzotriazole monohydrate (0.217 g) in DMF (20 mL) is stirred at room temperature until judged complete. The solution is then poured into ice water and the resulting solid collected and dried. Starting materials: C1(CCCC1)N1N=C(C(=C1N)C(=O)N)CC (1-cyclopentyl-3-ethyl-5-amino-1H-pyrazole-4-carboxamide), N1N=NN=C1COC1=CC=C(C=C1)CC(=O)OC (methyl 4-(5-tetrazolylmethoxy)phenylacetate), [Na] (Sodium). The solvent is C(C)O (ethanol). The product is C1(CCCC1)N1NC(=C2C1=NC(=NC2=O)CC2=CC=C(C=C2)OCC2=NN=NN2)CC (1-cyclopentyl-3-ethyl-6-[4-(5-tetrazolylmethoxy)phenylmethyl]pyrazolo[3,4-d]pyrimidin-4-one). Isolated yield 13.5%. Reaction SMILES: [Na].[CH:2]1([N:7]2[C:11]([NH2:12])=[C:10]([C:13]([NH2:15])=[O:14])[C:9]([CH2:16][CH3:17])=[N:8]2)[CH2:6][CH2:5][CH2:4][CH2:3]1.[NH:18]1[C:22]([CH2:23][O:24][C:25]2[CH:30]=[CH:29][C:28]([CH2:31][C:32](OC)=O)=[CH:27][CH:26]=2)=[N:21][N:20]=[N:19]1>C(O)C>[CH:2]1([N:7]2[C:11]3=[N:12][C:32]([CH2:31][C:28]4[CH:27]=[CH:26][C:25]([O:24][CH2:23][C:22]5[NH:18][N:19]=[N:20][N:21]=5)=[CH:30][CH:29]=4)=[N:15][C:13](=[O:14])[C:10]3=[C:9]([CH2:16][CH3:17])[NH:8]2)[CH2:3][CH2:4][CH2:5][CH2:6]1 |^1:0|. Procedure details: Sodium (0.253 g) was dissolved in ethanol (15 ml) and then 1-cyclopentyl-3-ethyl-5-amino-1H-pyrazole-4-carboxamide (0.813 g, 3.7 mmol) and methyl 4-(5-tetrazolylmethoxy)phenylacetate (17 g, 7.3 mmol) were added. The reaction mixture was refluxed for about 2 days, cooled, and then the solvent was removed in vacuo. The residue was treated with water and acetic acid and the precipitate which formed was collected by filtration and dried at 60° C. under vacuum. The product was then dissolved in ethyl... Yields the product COc1cc(COc2ncccc2C#N)ccc1OCc1nc(-c2ccccc2)oc1C. As a reaction SMILES: [CH3:1][O:2][c:3]1[cH:4][c:5]([CH2:6][OH:7])[cH:8][cH:9][c:10]1[O:11][CH2:12][c:13]1[n:14][c:15](-[c:19]2[cH:20][cH:21][cH:22][cH:23][cH:24]2)[o:16][c:17]1[CH3:18].[CH3:34][N:35]([CH3:36])[CH:37]=[O:38].[Cl:25][c:26]1[n:27][cH:28][cH:29][cH:30][c:31]1[C:32]#[N:33].[H-:39].[Na+:40].[OH2:41]>>[CH3:1][O:2][c:3]1[cH:4][c:5]([CH2:6][O:7][c:26]2[n:27][cH:28][cH:29][cH:30][c:31]2[C:32]#[N:33])[cH:8][cH:9][c:10]1[O:11][CH2:12][c:13]1[n:14][c:15](-[c:19]2[cH:20][cH:21][cH:22][cH:23][cH:24]2)[o:16][c:17]1[CH3:18]. The reactants are COc1cc(CO)ccc1OCc1nc(-c2ccccc2)oc1C, CN(C)C=O, N#Cc1cccnc1Cl, [H-], [Na+], O. Reactants: [H-].C(C(C)C)[Al+]CC(C)C (diisobutylaluminum hydride), solution, C(#N)C1=C(C=C(CN2C=NC=C2CCC(=O)N(C)OC)C=C1)F (3-[1-(4-cyano-3-fluorobenzyl)-1H-imidazol-5-yl]-N-methoxy-N-methylpropionamide), aldehyde, methyl hemiacetal. Solvent: C(Cl)Cl (CH2Cl2), C1CCOC1 (THF). Reaction conditions: temperature -78 celsius, time 2 hour. Product: C(#N)C1=C(C=C(CN2C=NC=C2CCC=O)C=C1)F (3-[1-(4-Cyano-3-fluorobenzyl)-1H-imidazol-5-yl]propionaldehyde). As a reaction SMILES: [C:1]([C:3]1[CH:22]=[CH:21][C:6]([CH2:7][N:8]2[C:12]([CH2:13][CH2:14][C:15](N(OC)C)=[O:16])=[CH:11][N:10]=[CH:9]2)=[CH:5][C:4]=1[F:23])#[N:2].[H-].C([Al+]CC(C)C)C(C)C>C1COCC1.C(Cl)Cl>[C:1]([C:3]1[CH:22]=[CH:21][C:6]([CH2:7][N:8]2[C:12]([CH2:13][CH2:14][CH:15]=[O:16])=[CH:11][N:10]=[CH:9]2)=[CH:5][C:4]=1[F:23])#[N:2] |f:1.2|. Procedure details: To a solution of 3-[1-(4-cyano-3-fluorobenzyl)-1H-imidazol-5-yl]-N-methoxy-N-methylpropionamide, as described above in Step A, (505 mg, 1.60 mmol) in dry THF (30 mL) at −78° C., under argon, was added diisobutylaluminum hydride (3.5 mL of a 1.0 M solution in CH2Cl2, 3.5 mmol), dropwise. The reaction mixture was stirred at −78° C. for 2 hours, then quenched with MeOH (1 mL) followed by saturated aqueous sodium potassium tartrate (20 mL). The mixture was allowed to warm to ambient temperature, the... The reactants are FC1=C(C=O)C=CC=C1F (2,3-difluorobenzaldehyde), C1(CC1)N (cyclopropylamine). The product is C1(CC1)NCC1=C(C(=CC=C1)F)F (Cyclopropyl-(2,3-difluorobenzyl)amine). As a reaction SMILES: [F:1][C:2]1[C:9]([F:10])=[CH:8][CH:7]=[CH:6][C:3]=1[CH:4]=O.[CH:11]1([NH2:14])[CH2:13][CH2:12]1>>[CH:11]1([NH:14][CH2:4][C:3]2[CH:6]=[CH:7][CH:8]=[C:9]([F:10])[C:2]=2[F:1])[CH2:13][CH2:12]1. Procedure: Synthesized according to typical procedure J from 2,3-difluorobenzaldehyde and cyclopropylamine.